From a dataset of the Open Reaction Database (ORD), a public repository of structured organic reaction records. describe an organic reaction: reactants, conditions, products, and yield Run at temperature 2.5 celsius, time 2 hour. Reactants: CC1=CC=C(C=C1)S(=O)(=O)C=1C=NC2=CC=CC=C2C1O (3-(4-methyl-benzenesulfonyl)-quinolin-4-ol), O(Cl)Cl.[P+5] (phosphorus(V) oxychloride). Procedure: A mixture of 3-(4-methyl-benzenesulfonyl)-quinolin-4-ol (0.24 g, 0.8 mmol) and phosphorus(V) oxychloride (15 ml) was refluxed for 5 hours. Phosphorus(V) oxychloride was distilled off, and the residue was poured onto ice. The slurry was stirred for 2 hours at 0-5° C., neutralized with sodium carbonate and extracted with chloroform (50 ml). The organic layer was dried over anhydrous sodium sulfate, filtered and the solvent was removed in vacuo to give 0.23 g of the title compound in 90% yield. Yield: 90.0%. Yields the product ClC1=C(C=NC2=CC=CC=C12)S(=O)(=O)C1=CC=C(C=C1)C (4-Chloro-3-(4-methyl-benzenesulfonyl)-quinoline). RXN SMILES: [CH3:1][C:2]1[CH:7]=[CH:6][C:5]([S:8]([C:11]2[CH:12]=[N:13][C:14]3[C:19]([C:20]=2O)=[CH:18][CH:17]=[CH:16][CH:15]=3)(=[O:10])=[O:9])=[CH:4][CH:3]=1.O(Cl)[Cl:23].[P+5]>>[Cl:23][C:20]1[C:19]2[C:14](=[CH:15][CH:16]=[CH:17][CH:18]=2)[N:13]=[CH:12][C:11]=1[S:8]([C:5]1[CH:6]=[CH:7][C:2]([CH3:1])=[CH:3][CH:4]=1)(=[O:10])=[O:9] |f:1.2|. Starting materials: ClC=1N=C(C2=C(N1)N(C=C2I)S(=O)(=O)C2=CC=C(C)C=C2)NC (2-chloro-N-methyl-5-iodo-7-tosyl-7H-pyrrolo[2,3-d]pyrimidin-4-amine), N1=CC=C(C=C1)B(O)O (pyridine-4-ylboronic acid), C(=O)([O-])[O-].[Na+].[Na+] (Na2CO3). Reagents/catalysts: Cl[Pd]([P](C1=CC=CC=C1)(C2=CC=CC=C2)C3=CC=CC=C3)([P](C4=CC=CC=C4)(C5=CC=CC=C5)C6=CC=CC=C6)Cl (Pd(PPh3)2Cl2). The solvent is O1CCOCC1 (p-dioxane), O (water). Reaction conditions: temperature 100 celsius. The product is ClC=1N=C(C2=C(N1)N(C=C2C2=CC=NC=C2)S(=O)(=O)C2=CC=C(C)C=C2)NC (2-chloro-N-methyl-5-(pyridin-4-yl)-7-tosyl-7H-pyrrolo[2,3-d]pyrimidin-4-amine). Yield: 43.9%. Reaction SMILES: [Cl:1][C:2]1[N:3]=[C:4]([NH:22][CH3:23])[C:5]2[C:10](I)=[CH:9][N:8]([S:12]([C:15]3[CH:21]=[CH:20][C:18]([CH3:19])=[CH:17][CH:16]=3)(=[O:14])=[O:13])[C:6]=2[N:7]=1.[N:24]1[CH:29]=[CH:28][C:27](B(O)O)=[CH:26][CH:25]=1.C([O-])([O-])=O.[Na+].[Na+]>O1CCOCC1.O.Cl[Pd](Cl)([P](C1C=CC=CC=1)(C1C=CC=CC=1)C1C=CC=CC=1)[P](C1C=CC=CC=1)(C1C=CC=CC=1)C1C=CC=CC=1>[Cl:1][C:2]1[N:3]=[C:4]([NH:22][CH3:23])[C:5]2[C:10]([C:27]3[CH:28]=[CH:29][N:24]=[CH:25][CH:26]=3)=[CH:9][N:8]([S:12]([C:15]3[CH:21]=[CH:20][C:18]([CH3:19])=[CH:17][CH:16]=3)(=[O:14])=[O:13])[C:6]=2[N:7]=1 |f:2.3.4,^1:48,67|. Procedure: To a mixture of 2-chloro-N-methyl-5-iodo-7-tosyl-7H-pyrrolo[2,3-d]pyrimidin-4-amine (0.05 g, 0.11 mmol), Pd(PPh3)2Cl2 (0.015 g, 0.022 mmol) and pyridine-4-ylboronic acid (0.03 g, 0.24 mmol) in p-dioxane (0.7 mL) was added a solution of Na2CO3 (0.035 g, 0.33 mmol) in water (0.3 mL). After degassing, the mixture was heated at 100° C. for 1.5 h. The mixture was purified by flash column chromatography (Hexane/EtOAc=1:1) to give 2-chloro-N-methyl-5-(pyridin-4-yl)-7-tosyl-7H-pyrrolo[2,3-d]pyrimidin-4-... Product: C(C)(C)(C)OC(=O)C1=CC(=C(C=C1)[C@@H]1CC[C@H](CC1)NCC)CNC (trans-4-(4-tert.butoxycarbonyl-methylaminomethylphenyl)-N-ethylcyclohexylamine). Reported procedure: from 4-(4-tert.butoxycarbonyl-methylaminomethyl-phenyl)cyclohexanone and ethylamine. Colourless oil. Rf value: 0.45 (alumina, petroleum ether/ethyl acetate=1:1, v:v). Starting materials: C(C)(C)(C)OC(=O)C1=CC(=C(C=C1)C1CCC(CC1)=O)CNC (4-(4-tert.butoxycarbonyl-methylaminomethyl-phenyl)cyclohexanone), C(C)N (ethylamine), petroleum ether ethyl acetate. As a reaction SMILES: [C:1]([O:5][C:6]([C:8]1[CH:13]=[CH:12][C:11]([CH:14]2[CH2:19][CH2:18][C:17](=O)[CH2:16][CH2:15]2)=[C:10]([CH2:21][NH:22][CH3:23])[CH:9]=1)=[O:7])([CH3:4])([CH3:3])[CH3:2].[CH2:24]([NH2:26])[CH3:25]>>[C:1]([O:5][C:6]([C:8]1[CH:13]=[CH:12][C:11]([C@H:14]2[CH2:19][CH2:18][C@H:17]([NH:26][CH2:24][CH3:25])[CH2:16][CH2:15]2)=[C:10]([CH2:21][NH:22][CH3:23])[CH:9]=1)=[O:7])([CH3:4])([CH3:3])[CH3:2]. Reactants: CC(C)(C)c1cccc(C(=O)c2cccc(-c3ccccn3)c2)c1OCc1ccccc1, [Cl-], [Li]c1ccccc1, [NH4+], C1CCOC1. Product: CC(C)(C)c1cccc(C(O)(c2ccccc2)c2cccc(-c3ccccn3)c2)c1OCc1ccccc1. Reaction SMILES: [CH2:1]([c:2]1[cH:3][cH:4][cH:5][cH:6][cH:7]1)[O:8][c:9]1[c:10]([C:19](=[O:20])[c:21]2[cH:22][c:23](-[c:27]3[n:28][cH:29][cH:30][cH:31][cH:32]3)[cH:24][cH:25][cH:26]2)[cH:11][cH:12][cH:13][c:14]1[C:15]([CH3:16])([CH3:17])[CH3:18].[Cl-:40].[Li:33][c:34]1[cH:35][cH:36][cH:37][cH:38][cH:39]1.[NH4+:41].[O:42]1[CH2:43][CH2:44][CH2:45][CH2:46]1>>[CH2:1]([c:2]1[cH:3][cH:4][cH:5][cH:6][cH:7]1)[O:8][c:9]1[c:10]([C:19]([OH:20])([c:21]2[cH:22][c:23](-[c:27]3[n:28][cH:29][cH:30][cH:31][cH:32]3)[cH:24][cH:25][cH:26]2)[c:34]2[cH:35][cH:36][cH:37][cH:38][cH:39]2)[cH:11][cH:12][cH:13][c:14]1[C:15]([CH3:16])([CH3:17])[CH3:18]. Reactants: solid, C(C(C)(C)C)(=O)OCC(S(=O)(=O)[O-])(F)F.C(C)[NH+](CC)CC (triethylammonium 2-pivaloyloxy-1,1-difluoroethanesulfonate), [Cl-].C1(=CC=CC=C1)[I+]C1=CC=CC=C1 (diphenyliodonium chloride), O (water). Solvent: C(Cl)(Cl)Cl (chloroform). Yields the product C(C(C)(C)C)(=O)OCC(S(=O)(=O)[O-])(F)F.C1(=CC=CC=C1)[I+]C1=CC=CC=C1 (Diphenyliodonium 2-Pivaloyloxy-1,1-difluoroethanesulfonate). The yield is 96.6%. Reaction SMILES: [C:1]([O:7][CH2:8][C:9]([F:15])([F:14])[S:10]([O-:13])(=[O:12])=[O:11])(=[O:6])[C:2]([CH3:5])([CH3:4])[CH3:3].C([NH+](CC)CC)C.O.[Cl-].[C:25]1([I+:31][C:32]2[CH:37]=[CH:36][CH:35]=[CH:34][CH:33]=2)[CH:30]=[CH:29][CH:28]=[CH:27][CH:26]=1>C(Cl)(Cl)Cl>[C:1]([O:7][CH2:8][C:9]([F:15])([F:14])[S:10]([O-:13])(=[O:11])=[O:12])(=[O:6])[C:2]([CH3:5])([CH3:4])[CH3:3].[C:32]1([I+:31][C:25]2[CH:26]=[CH:27][CH:28]=[CH:29][CH:30]=2)[CH:33]=[CH:34][CH:35]=[CH:36][CH:37]=1 |f:0.1,3.4,6.7|. Procedure: In 10 mL of chloroform, 5 g of a solid of triethylammonium 2-pivaloyloxy-1,1-difluoroethanesulfonate (equivalent to 14.4 mmol) was dissolved by stirring. The resulting solution was admixed with 15 mL of water and 4.78 g (15.1 mmol) of diphenyliodonium chloride, and then, reacted at room temperature for 3 hours. The thus-obtained reaction solution was separated into an organic layer and an aqueous layer. The organic layer was washed five times with 15 mL of water and subjected to concentration un... The reactants are B(Br)(Br)Br (BBr3), BrC1=CC(=NC=C1)C(C)(C)C1=CC=C(C=C1)OC (4-bromo-2-[1-(4-methoxy-phenyl)-1-methyl-ethyl]-pyridine). Solvent: C(Cl)Cl (DCM). Reaction conditions: temperature 0 celsius, time 1 hour. Yields the product BrC1=CC(=NC=C1)C(C)(C)C1=CC=C(C=C1)O (4-[1-(4-Bromo-pyridin-2-yl)-1-methyl-ethyl]-phenol). Reaction SMILES: B(Br)(Br)Br.[Br:5][C:6]1[CH:11]=[CH:10][N:9]=[C:8]([C:12]([C:15]2[CH:20]=[CH:19][C:18]([O:21]C)=[CH:17][CH:16]=2)([CH3:14])[CH3:13])[CH:7]=1>C(Cl)Cl>[Br:5][C:6]1[CH:11]=[CH:10][N:9]=[C:8]([C:12]([C:15]2[CH:16]=[CH:17][C:18]([OH:21])=[CH:19][CH:20]=2)([CH3:13])[CH3:14])[CH:7]=1. Procedure: BBr3 (1M in DCM, 23 mmol, 8 eq) is added dropwise to a cold (0° C.) solution of 4-bromo-2-[1-(4-methoxy-phenyl)-1-methyl-ethyl]-pyridine (Step 31.3) (0.878 g, 2.87 mmol) in DCM (42 mL), under an argon atmosphere. The reaction mixture is stirred for 1 h at 0° C., allowed to warm to rt, stirred for 18 h, cooled to 0° C. and quenched by addition of anhydrous MeOH. The mixture is concentrated, diluted with a 6M aqueous solution of HCl, stirred for 1 h, neutralized to pH 7 and extracted with DCM. The...